This data is from the Open Reaction Database (ORD), a public repository of structured organic reaction records. The task is: describe an organic reaction: reactants, conditions, products, and yield Starting materials: C1CCNCC1, COc1ccc2c(c1)CC(=O)N2, CO, C[Si](C)(C)CCOCn1nc(-c2ccc(N3CCOCC3)nc2)c2ccc(C=O)cc21. The product is COc1ccc2c(c1)C(=Cc1ccc3c(-c4ccc(N5CCOCC5)nc4)nn(COCC[Si](C)(C)C)c3c1)C(=O)N2. As a reaction SMILES: [CH2:44]1[CH2:45][CH2:46][NH:47][CH2:48][CH2:49]1.[CH3:1][O:2][c:3]1[cH:4][c:5]2[c:9]([cH:10][cH:11]1)[NH:8][C:7](=[O:12])[CH2:6]2.[CH3:50][OH:51].[O:13]1[CH2:14][CH2:15][N:16]([c:19]2[cH:20][cH:21][c:22](-[c:25]3[n:26][n:27]([CH2:36][O:37][CH2:38][CH2:39][Si:40]([CH3:41])([CH3:42])[CH3:43])[c:28]4[cH:29][c:30]([CH:34]=[O:35])[cH:31][cH:32][c:33]34)[cH:23][n:24]2)[CH2:17][CH2:18]1>>[CH3:1][O:2][c:3]1[cH:4][c:5]2[c:9]([cH:10][cH:11]1)[NH:8][C:7](=[O:12])[C:6]2=[CH:34][c:30]1[cH:29][c:28]2[n:27]([CH2:36][O:37][CH2:38][CH2:39][Si:40]([CH3:41])([CH3:42])[CH3:43])[n:26][c:25](-[c:22]3[cH:21][cH:20][c:19]([N:16]4[CH2:15][CH2:14][O:13][CH2:18][CH2:17]4)[n:24][cH:23]3)[c:33]2[cH:32][cH:31]1. Reaction SMILES: [CH2:35]([Cl:36])[CH2:37][Cl:38].[CH3:42][N:43]([c:44]1[cH:45][cH:46][n:47][cH:48][cH:49]1)[CH3:50].[Cl:39][CH2:40][Cl:41].[F:1][c:2]1[c:3]([O:4][CH2:5][CH2:6][N:7]2[CH2:8][CH2:9][NH:10][CH2:11][CH2:12]2)[cH:13][cH:14][c:15]([F:17])[cH:16]1.[c:18]1([CH:24]([CH2:25][C:26](=[O:27])[OH:28])[c:29]2[cH:30][cH:31][cH:32][cH:33][cH:34]2)[cH:19][cH:20][cH:21][cH:22][cH:23]1>>[F:1][c:2]1[c:3]([O:4][CH2:5][CH2:6][N:7]2[CH2:8][CH2:9][N:10]([C:26]([CH2:25][CH:24]([c:18]3[cH:19][cH:20][cH:21][cH:22][cH:23]3)[c:29]3[cH:30][cH:31][cH:32][cH:33][cH:34]3)=[O:27])[CH2:11][CH2:12]2)[cH:13][cH:14][c:15]([F:17])[cH:16]1. Yields the product O=C(CC(c1ccccc1)c1ccccc1)N1CCN(CCOc2ccc(F)cc2F)CC1. Starting materials: ClCCCl, CN(C)c1ccncc1, ClCCl, Fc1ccc(OCCN2CCNCC2)c(F)c1, O=C(O)CC(c1ccccc1)c1ccccc1.